Dataset: the Open Reaction Database (ORD), a public repository of structured organic reaction records. Task: describe an organic reaction: reactants, conditions, products, and yield Product: petroleum ether diethyl ether, CC(C)C(C(CCCC)=O)C1=CC=CC=C1 (2-methyl-3-phenyl-octan-4-one). The reactants are ice, C1(=CC=CC=C1)CC(CCCC)=O (1-phenylhexan-2-one), C[O-].[Na+] (sodium methoxide), IC(C)C (2-iodopropane). Reaction SMILES: [C:1]1([CH2:7][C:8](=[O:13])[CH2:9][CH2:10][CH2:11][CH3:12])[CH:6]=[CH:5][CH:4]=[CH:3][CH:2]=1.C[O-].[Na+].I[CH:18]([CH3:20])[CH3:19]>>[CH3:19][CH:18]([CH:7]([C:1]1[CH:6]=[CH:5][CH:4]=[CH:3][CH:2]=1)[C:8](=[O:13])[CH2:9][CH2:10][CH2:11][CH3:12])[CH3:20] |f:1.2|. Procedure details: To an ice-cold magnetically stirred mixture of 1-phenylhexan-2-one (Intermediate II-1) (7.04 gram, 0.04 mol) and sodium methoxide (4.32 g, 0.08 mol) was added dropwise 2-iodopropane (15 ml) in a nitrogen atmosphere. The resulting mixture was heated for 1 hour at reflux temperature. The obtained mixture was allowed to attain room temperature and concentrated. The resulting residue was taken up in diethyl ether and water. The diethyl ether layer was separated and successively washed with an aqueou... The reactants are Cc1nc2c(OCc3ccccc3)cccn2c1CC#N, CCO, [Na+], [OH-], O. The product is Cc1nc2c(OCc3ccccc3)cccn2c1CC(=O)O. As a reaction SMILES: [CH2:1]([c:2]1[cH:3][cH:4][cH:5][cH:6][cH:7]1)[O:8][c:9]1[c:10]2[n:11]([cH:12][cH:13][cH:14]1)[c:15]([CH2:19][C:20]#[N:21])[c:16]([CH3:18])[n:17]2.[CH3:25][CH2:26][OH:27].[Na+:23].[OH-:22].[OH2:24]>>[CH2:1]([c:2]1[cH:3][cH:4][cH:5][cH:6][cH:7]1)[O:8][c:9]1[c:10]2[n:11]([cH:12][cH:13][cH:14]1)[c:15]([CH2:19][C:20](=[O:22])[OH:24])[c:16]([CH3:18])[n:17]2.